describe an organic reaction: reactants, conditions, products, and yield From a dataset of the Open Reaction Database (ORD), a public repository of structured organic reaction records. RXN SMILES: [Br:1][C:2]1[CH:3]=[C:4]([CH2:9][CH2:10][C:11]([C:13]2[S:14][C:15]([C:18]3[CH:23]=[CH:22][C:21]([C:24]([F:27])([F:26])[F:25])=[CH:20][CH:19]=3)=[CH:16][CH:17]=2)=[O:12])[CH:5]=[CH:6][C:7]=1[OH:8].Br[CH2:29][C:30]([O:32][C:33]([CH3:36])([CH3:35])[CH3:34])=[O:31]>>[Br:1][C:2]1[CH:3]=[C:4]([CH2:9][CH2:10][C:11](=[O:12])[C:13]2[S:14][C:15]([C:18]3[CH:23]=[CH:22][C:21]([C:24]([F:27])([F:25])[F:26])=[CH:20][CH:19]=3)=[CH:16][CH:17]=2)[CH:5]=[CH:6][C:7]=1[O:8][CH2:29][C:30]([O:32][C:33]([CH3:36])([CH3:35])[CH3:34])=[O:31]. Procedure: Tert-butyl 2-(2-bromo-4-(3-oxo-3-(5-(4-(trifluoromethyl)phenyl)thien-2-yl)propyl)phenoxy)-acetate is prepared from 3-(3-bromo-4-hydroxyphenyl)-1-(5-(4-(trifluoromethyl)phenyl)thien-2-yl)propan-1-one and tert-butyl bromoacetate according to general procedure D. Yields the product BrC1=C(OCC(=O)OC(C)(C)C)C=CC(=C1)CCC(C=1SC(=CC1)C1=CC=C(C=C1)C(F)(F)F)=O (Tert-butyl 2-(2-bromo-4-(3-oxo-3-(5-(4-(trifluoromethyl)phenyl)thien-2-yl)propyl)phenoxy)-acetate). Starting materials: BrC=1C=C(C=CC1O)CCC(=O)C=1SC(=CC1)C1=CC=C(C=C1)C(F)(F)F (3-(3-bromo-4-hydroxyphenyl)-1-(5-(4-(trifluoromethyl)phenyl)thien-2-yl)propan-1-one), BrCC(=O)OC(C)(C)C (tert-butyl bromoacetate). Reactants: CC(=O)O, Cl, O=C1CCc2cc(Cl)ccc21, Cl. Yields the product O=C1c2ccc(Cl)cc2CC1Cl. As a reaction SMILES: [CH3:14][C:15](=[O:16])[OH:17].[Cl:13].[Cl:2][c:3]1[cH:4][c:5]2[c:9]([cH:10][cH:11]1)[C:8](=[O:12])[CH2:7][CH2:6]2.[ClH:1]>>[Cl:1][CH:7]1[CH2:6][c:5]2[cH:4][c:3]([Cl:2])[cH:11][cH:10][c:9]2[C:8]1=[O:12].